This data is from the Open Reaction Database (ORD), a public repository of structured organic reaction records. The task is: describe an organic reaction: reactants, conditions, products, and yield Starting materials: Cl (HCl), FC=1C=C(C=CC1)C=1C(=CC(=C2C=CC=NC12)C=C)C(=O)OC (methyl 8-(3-fluorophenyl)-5-vinylquinoline-7-carboxylate), [OH-].[Na+] (sodium hydroxide), O (water). The solvent is CO (methanol). Reaction conditions: time 8 hour. The product is FC=1C=C(C=CC1)C=1C(=CC(=C2C=CC=NC12)C=C)C(=O)O (8-(3-Fluorophenyl)-5-vinylquinoline-7-carboxylic acid). As a reaction SMILES: [F:1][C:2]1[CH:3]=[C:4]([C:8]2[C:9]([C:20]([O:22]C)=[O:21])=[CH:10][C:11]([CH:18]=[CH2:19])=[C:12]3[C:17]=2[N:16]=[CH:15][CH:14]=[CH:13]3)[CH:5]=[CH:6][CH:7]=1.[OH-].[Na+].O.Cl>CO>[F:1][C:2]1[CH:3]=[C:4]([C:8]2[C:9]([C:20]([OH:22])=[O:21])=[CH:10][C:11]([CH:18]=[CH2:19])=[C:12]3[C:17]=2[N:16]=[CH:15][CH:14]=[CH:13]3)[CH:5]=[CH:6][CH:7]=1 |f:1.2|. Procedure: A mixture of methyl 8-(3-fluorophenyl)-5-vinylquinoline-7-carboxylate (0.069 g, 0.22 mmol) and 1.0 M sodium hydroxide in water (2 mL, 2 mmol) in methanol (2 mL) was stirred at room temperature overnight. After acidified with 1 N HCl, the mixture was extracted with dichloromethane. The combined organic layers were dried over magnesium sulfate and concentrated to dryness. The crude acid was used directly in the next step (66 mg, 100%). LCMS calculated for C18H13FNO2 (M+H)+: m/z=294.1; Found: 294.0...